Dataset: the Open Reaction Database (ORD), a public repository of structured organic reaction records. Task: describe an organic reaction: reactants, conditions, products, and yield Starting materials: COc1ccc(Br)cc1C, O=C(Cl)c1ccccc1, Cl, [Mg], C1CCOC1. Yields the product COc1ccc(C(=O)c2ccccc2)cc1C. RXN SMILES: [Br:1][c:2]1[cH:3][c:4]([CH3:10])[c:5]([O:8][CH3:9])[cH:6][cH:7]1.[C:12]([c:13]1[cH:14][cH:15][cH:16][cH:17][cH:18]1)(=[O:19])[Cl:20].[ClH:21].[Mg:11].[O:22]1[CH2:23][CH2:24][CH2:25][CH2:26]1>>[c:2]1([C:12]([c:13]2[cH:14][cH:15][cH:16][cH:17][cH:18]2)=[O:19])[cH:3][c:4]([CH3:10])[c:5]([O:8][CH3:9])[cH:6][cH:7]1. Product: ClC1=C(C=CC(=C1)N(C)C)C1OC(=O)C2=CC(=CC=C12)N(C)C (3-(2-chloro-4-dimethylaminophenyl)-6-dimethylaminophthalide). Reported procedure: Following a procedure similar to that described above in Example 1, part A, 36.6 g of 2-chloro-4-dimethylaminobenzaldehyde and 33.0 g of 4-dimethylaminobenzoic acid were interacted in acetic anhydride to obtain 52.1 g of 3-(2-chloro-4-dimethylaminophenyl)-6-dimethylaminophthalide (Formula I: R=CH3 ; X=Z=H; Y=2-Cl-4-(CH3)2NC6H3) as a red crystalline solid which melted at 159°-160° C. The reactants are ClC1=C(C=O)C=CC(=C1)N(C)C (2-chloro-4-dimethylaminobenzaldehyde), CN(C1=CC=C(C(=O)O)C=C1)C (4-dimethylaminobenzoic acid), C(C)(=O)OC(C)=O (acetic anhydride). RXN SMILES: [Cl:1][C:2]1[CH:9]=[C:8]([N:10]([CH3:12])[CH3:11])[CH:7]=[CH:6][C:3]=1[CH:4]=[O:5].[CH3:13][N:14]([CH3:24])[C:15]1[CH:23]=[CH:22][C:18](C(O)=O)=[CH:17][CH:16]=1.[C:25](OC(=O)C)(=[O:27])C>>[Cl:1][C:2]1[CH:9]=[C:8]([N:10]([CH3:12])[CH3:11])[CH:7]=[CH:6][C:3]=1[CH:4]1[C:18]2[C:22](=[CH:23][C:15]([N:14]([CH3:13])[CH3:24])=[CH:16][CH:17]=2)[C:25](=[O:27])[O:5]1. Starting materials: S1C2=C(C=C1)C=CC(=C2)C2=NN=NN2CC(=O)O ([5-(6-benzo[b]thienyl)tetrazol-1-yl] acetic acid), S(O)(O)(=O)=O (sulfuric acid), C(CO)O (ethylene glycol), ice water. Run at temperature 90 celsius, time 2.5 hour. The product is OCCOC(CN1N=NN=C1C=1C=CC2=C(SC=C2)C1)=O ([5-(6-benzo[b]thienyl)tetrazol-1-yl]acetic acid 2-hydroxyethyl ester). Isolated yield 85.5%. Reaction SMILES: [S:1]1[CH:5]=[CH:4][C:3]2[CH:6]=[CH:7][C:8]([C:10]3[N:14]([CH2:15][C:16]([OH:18])=[O:17])[N:13]=[N:12][N:11]=3)=[CH:9][C:2]1=2.S(=O)(=O)(O)O.[CH2:24](O)[CH2:25][OH:26]>>[OH:26][CH2:25][CH2:24][O:17][C:16](=[O:18])[CH2:15][N:14]1[C:10]([C:8]2[CH:7]=[CH:6][C:3]3[CH:4]=[CH:5][S:1][C:2]=3[CH:9]=2)=[N:11][N:12]=[N:13]1. Procedure details: To a solution of 400 mg (1.54 mM) of [5-(6-benzo[b]thienyl)tetrazol-1-yl] acetic acid in 3 ml of ethylene glycol was added 0.3 ml of sulfuric acid. After the addition, the mixture was stirred at 90° C. for 2.5 hrs. The mixture was then poured into ice-water and extracted with ethyl acetate. The organic phase was washed with water, dried over anhydrous magnesium sulfate and then concentrated under reduced pressure. The resultant residue was subjected to silica gel column chromatography (eluent: c... Starting materials: CCO, NN, O, COC(=O)C(OC)c1cc2ccccc2s1. Yields the product COC(C(=O)NN)c1cc2ccccc2s1. RXN SMILES: [CH3:20][CH2:21][OH:22].[NH2:18][NH2:19].[OH2:17].[s:1]1[c:2]2[c:3]([cH:4][c:5]1[CH:6]([C:7](=[O:8])[O:9][CH3:10])[O:11][CH3:12])[cH:13][cH:14][cH:15][cH:16]2>>[s:1]1[c:2]2[c:3]([cH:4][c:5]1[CH:6]([C:7](=[O:8])[NH:18][NH2:19])[O:11][CH3:12])[cH:13][cH:14][cH:15][cH:16]2. Starting materials: BrC1=C(C(=C(C(=C1)OCC)OCC)F)Br (1,2-dibromo-3-fluoro-4,5-diethoxybenzene), [Cl-].[Al+3].[Cl-].[Cl-] (aluminum chloride), Cl (hydrochloric acid). The solvent is ClCCl (dichloromethane). Product: BrC=1C(=C(C(=CC1Br)OCC)O)F (3,4-Dibromo-6-ethoxy-2-fluorophenol). Isolated yield 93.9%. Reaction SMILES: [Br:1][C:2]1[CH:7]=[C:6]([O:8][CH2:9][CH3:10])[C:5]([O:11]CC)=[C:4]([F:14])[C:3]=1[Br:15].[Cl-].[Al+3].[Cl-].[Cl-].Cl>ClCCl>[Br:15][C:3]1[C:4]([F:14])=[C:5]([OH:11])[C:6]([O:8][CH2:9][CH3:10])=[CH:7][C:2]=1[Br:1] |f:1.2.3.4|. Procedure: After dissolving 1,2-dibromo-3-fluoro-4,5-diethoxybenzene (5 g, 14.5 ml) in dichloromethane (70 ml), aluminum chloride (3.9 g, 29.3 mmol) was added while stirring on ice. The mixture was stirred at room temperature for 2 hours 30 minutes, 1 N hydrochloric acid (70 ml) was added and extraction was performed with ethyl acetate (70 ml×2) and then after washing the combined organic layers with brine (50 ml) and drying over anhydrous magnesium sulfate, the solvent was distilled off under reduced pres... Starting materials: S(=O)(Cl)Cl (Thionyl chloride), C(C1=CC=CC=C1)N1C(=NC(=C1CO)Cl)C1=CC=C(C=C1)[N+](=O)[O-] (1-benzyl-4-chloro-5-(hydroxymethyl)-2(4-nitrophenyl)imidazole). Run in C(Cl)(Cl)Cl (chloroform). Conditions: time 2.5 hour. The product is C(C1=CC=CC=C1)N1C(=NC(=C1CCl)Cl)C1=CC=C(C=C1)[N+](=O)[O-] (1-Benzyl-4-chloro-5-(chloromethyl)-2(4-nitrophenyl)imidazole). Reaction SMILES: S(Cl)([Cl:3])=O.[CH2:5]([N:12]1[C:16]([CH2:17]O)=[C:15]([Cl:19])[N:14]=[C:13]1[C:20]1[CH:25]=[CH:24][C:23]([N+:26]([O-:28])=[O:27])=[CH:22][CH:21]=1)[C:6]1[CH:11]=[CH:10][CH:9]=[CH:8][CH:7]=1>C(Cl)(Cl)Cl>[CH2:5]([N:12]1[C:16]([CH2:17][Cl:3])=[C:15]([Cl:19])[N:14]=[C:13]1[C:20]1[CH:25]=[CH:24][C:23]([N+:26]([O-:28])=[O:27])=[CH:22][CH:21]=1)[C:6]1[CH:11]=[CH:10][CH:9]=[CH:8][CH:7]=1. Reported procedure: Thionyl chloride (0.90 ml, 1.48 g, 12.4 mmol) was added dropwise to a stirred suspension of 1-benzyl-4-chloro-5-(hydroxymethyl)-2(4-nitrophenyl)imidazole (18.5 g, 5.4 mmole) in chloroform (15 ml) at room temperature. The brown solution was stirred for 2.5 hours then evaporated to dryness. Toluene (12 ml) was added to the residue and evaporated to dryness. The residue was dissolved in chloroform (20 ml) and used in the next step for introduction of the cyano functional group. Reactants: C1C2[C@H]1C(C(=C1CC[C@H]3[C@@H]4CCC([C@@]4(C)CC[C@@H]3[C@@]21C)=O)O)=O (1,2β-methylene-4-hydroxyandrost-4-ene-3,17-dione), C1=CC=CC=C1 (benzene), IC (iodomethane). Reaction conditions: time 2 hour. The product is C1C2[C@H]1C(C(=C1CC[C@H]3[C@@H]4CCC([C@@]4(C)CC[C@@H]3[C@@]21C)=O)OC)=O (1,2β-methylene-4-methoxyandrost-4-ene-3,17-dione). Yield: 74.9%. RXN SMILES: [CH2:1]1[C@@H:3]2[C:4](=[O:23])[C:5]([OH:22])=[C:6]3[C@:19]([CH3:20])([CH:2]12)[C@@H:18]1[C@H:9]([C@H:10]2[C@@:14]([CH2:16][CH2:17]1)([CH3:15])[C:13](=[O:21])[CH2:12][CH2:11]2)[CH2:8][CH2:7]3.[CH:24]1C=CC=CC=1.IC>>[CH2:1]1[C@@H:3]2[C:4](=[O:23])[C:5]([O:22][CH3:24])=[C:6]3[C@:19]([CH3:20])([CH:2]12)[C@@H:18]1[C@H:9]([C@H:10]2[C@@:14]([CH2:16][CH2:17]1)([CH3:15])[C:13](=[O:21])[CH2:12][CH2:11]2)[CH2:8][CH2:7]3. Reported procedure: To a solution of 1,2β-methylene-4-hydroxyandrost-4-ene-3,17-dione (0.314 g, 1 mmol) in benzene (10 ml) potassium tert-butoxide (0.224 g, 2 mmol) is added and the mixture heated to reflux for 30 min. After cooling, iodomethane (0.710 g, 5 mmol) is added and the mixture boiled for further 2 hours. Then the organic solution is washed with water, dried and evaporated in vacuum. The flash column chromatography of the residue on silica gel using n-hexane/ethylacetate 60:40 affords 0.246 g (75% yield) ... The reactants are Cl, O=N[O-], [Na+], [Na+], [OH-], O, OP(O)P(O)O, NC(CC(F)N1CCN(c2ccccc2)CC1)C(=O)c1ccccc1. The product is O=C(CCC(F)N1CCN(c2ccccc2)CC1)c1ccccc1. As a reaction SMILES: [ClH:38].[N:26]([O-:27])=[O:28].[Na+:29].[Na+:37].[OH-:36].[OH2:39].[P:30]([P:31]([OH:32])[OH:33])([OH:34])[OH:35].[c:1]1([N:7]2[CH2:8][CH2:9][N:10]([CH:13]([CH2:14][CH:15]([C:16](=[O:17])[c:18]3[cH:19][cH:20][cH:21][cH:22][cH:23]3)[NH2:24])[F:25])[CH2:11][CH2:12]2)[cH:2][cH:3][cH:4][cH:5][cH:6]1>>[c:1]1([N:7]2[CH2:8][CH2:9][N:10]([CH:13]([CH2:14][CH2:15][C:16](=[O:17])[c:18]3[cH:19][cH:20][cH:21][cH:22][cH:23]3)[F:25])[CH2:11][CH2:12]2)[cH:2][cH:3][cH:4][cH:5][cH:6]1.